This data is from the Open Reaction Database (ORD), a public repository of structured organic reaction records. The task is: describe an organic reaction: reactants, conditions, products, and yield The reactants are NC1=C(C2=C(COC(C2)(C)C)S1)C(=O)OC(C)(C)C (tert-butyl 2-amino-5,5-dimethyl-5,7-dihydro-4H-thieno[2,3-c]pyran-3-carboxylate), FC1=C(C(=O)N=C=S)C=CC=C1 (2-fluorobenzoyl isothiocyanate). Run in C1CCOC1 (THF). Conditions: temperature 60 celsius. The product is FC1=C(C(=O)NC(NC2=C(C3=C(COC(C3)(C)C)S2)C(=O)OC(C)(C)C)=S)C=CC=C1 (tert-butyl 2-(3-(2-fluorobenzoyl)thioureido)-5,5-dimethyl-5,7-dihydro-4H-thieno[2,3-c]pyran-3-carboxylate). Isolated yield 48.9%. Reaction SMILES: [NH2:1][C:2]1[S:12][C:5]2[CH2:6][O:7][C:8]([CH3:11])([CH3:10])[CH2:9][C:4]=2[C:3]=1[C:13]([O:15][C:16]([CH3:19])([CH3:18])[CH3:17])=[O:14].[F:20][C:21]1[CH:31]=[CH:30][CH:29]=[CH:28][C:22]=1[C:23]([N:25]=[C:26]=[S:27])=[O:24]>C1COCC1>[F:20][C:21]1[CH:31]=[CH:30][CH:29]=[CH:28][C:22]=1[C:23]([NH:25][C:26](=[S:27])[NH:1][C:2]1[S:12][C:5]2[CH2:6][O:7][C:8]([CH3:11])([CH3:10])[CH2:9][C:4]=2[C:3]=1[C:13]([O:15][C:16]([CH3:19])([CH3:18])[CH3:17])=[O:14])=[O:24]. Procedure: To a solution of tert-butyl 2-amino-5,5-dimethyl-5,7-dihydro-4H-thieno[2,3-c]pyran-3-carboxylate (50 mg, 0.18 mmol) in THF (3 mL) was added 2-fluorobenzoyl isothiocyanate (35.2 mg, 0.19 mmol) and the mixture heated at 60° C. for 16 h. The solvent was removed in vacuo. The residue was sonicated (1 min) with cold EtOH, filtered and the resulting solid rinsed with cold EtOH to yield tert-butyl 2-(3-(2-fluorobenzoyl)thioureido)-5,5-dimethyl-5,7-dihydro-4H-thieno[2,3-c]pyran-3-carboxylate (41 mg, 0.0... Reactants: C(C)OC=1C=C(C(=S)N)C=CC1OCC (3,4-diethoxythiobenzamide), C(C)OC(=O)C1=NC(=CC=C1O)C(CBr)=O (2-ethoxycarbonyl-3-hydroxy-6-(2-bromoacetyl)pyridine). The solvent is C(C)O (ethanol). Product: C(C)OC=1C=C(C=CC1OCC)C=1SC=C(N1)C1=NC(=C(C=C1)O)C(=O)OCC (2-(3,4-diethoxyphenyl)-4-(5-hydroxy-6-ethoxycarbonyl-2-pyridyl)thiazole). Isolated yield 56.0%. As a reaction SMILES: [CH2:1]([O:3][C:4]1[CH:5]=[C:6]([CH:10]=[CH:11][C:12]=1[O:13][CH2:14][CH3:15])[C:7]([NH2:9])=[S:8])[CH3:2].[CH2:16]([O:18][C:19]([C:21]1[C:26]([OH:27])=[CH:25][CH:24]=[C:23]([C:28](=O)[CH2:29]Br)[N:22]=1)=[O:20])[CH3:17]>C(O)C>[CH2:1]([O:3][C:4]1[CH:5]=[C:6]([C:7]2[S:8][CH:29]=[C:28]([C:23]3[CH:24]=[CH:25][C:26]([OH:27])=[C:21]([C:19]([O:18][CH2:16][CH3:17])=[O:20])[N:22]=3)[N:9]=2)[CH:10]=[CH:11][C:12]=1[O:13][CH2:14][CH3:15])[CH3:2]. Procedure: 0.7 g of 3,4-diethoxythiobenzamide and 20 ml of ethanol were added to 0.77 g of 2-ethoxycarbonyl-3-hydroxy-6-(2-bromoacetyl)pyridine. The mixture was refluxed for 3 hours. Ethanol was removed by distillation. To the residue was added ethyl acetate-dichloromethane to give rise to crystallization to obtain 0.62 g of 2-(3,4-diethoxyphenyl)-4-(5-hydroxy-6-ethoxycarbonyl-2-pyridyl)thiazole.